Dataset: the Open Reaction Database (ORD), a public repository of structured organic reaction records. Task: describe an organic reaction: reactants, conditions, products, and yield The reactants are O=C(Cl)C(=O)Cl, ClCCl, CN(C)C=O, O=C(O)C1SCCN1S(=O)(=O)c1ccc(-c2ccccc2)cc1. The product is O=C(Cl)C1SCCN1S(=O)(=O)c1ccc(-c2ccccc2)cc1. As a reaction SMILES: [Cl:24][C:25]([C:26]([Cl:27])=[O:28])=[O:29].[Cl:35][CH2:36][Cl:37].[O:30]=[CH:31][N:32]([CH3:33])[CH3:34].[c:1]1(-[c:18]2[cH:19][cH:20][cH:21][cH:22][cH:23]2)[cH:2][cH:3][c:4]([S:7](=[O:8])(=[O:9])[N:10]2[CH:11]([C:15](=[O:16])[OH:17])[S:12][CH2:13][CH2:14]2)[cH:5][cH:6]1>>[c:1]1(-[c:18]2[cH:19][cH:20][cH:21][cH:22][cH:23]2)[cH:2][cH:3][c:4]([S:7](=[O:8])(=[O:9])[N:10]2[CH:11]([C:15](=[O:16])[Cl:24])[S:12][CH2:13][CH2:14]2)[cH:5][cH:6]1. Starting materials: CCn1c(=O)c(-c2cc(NC(=O)Nc3ccccc3)c(F)cc2Br)cc2cnc(Cl)cc21, O=C([O-])[O-], CN(C)C(N)=O, [Cs+], [Cs+], C1COCCO1, O=C(C=Cc1ccccc1)C=Cc1ccccc1, O=C(C=Cc1ccccc1)C=Cc1ccccc1, O=C(C=Cc1ccccc1)C=Cc1ccccc1, [Pd], [Pd]. Yields the product CCn1c(=O)c(-c2cc(NC(=O)Nc3ccccc3)c(F)cc2Br)cc2cnc(NC(=O)N(C)C)cc21. RXN SMILES: [Br:1][c:2]1[cH:3][c:4]([F:32])[c:5]([NH:22][C:23](=[O:24])[NH:25][c:26]2[cH:27][cH:28][cH:29][cH:30][cH:31]2)[cH:6][c:7]1-[c:8]1[c:9](=[O:21])[n:10]([CH2:19][CH3:20])[c:11]2[cH:12][c:13]([Cl:18])[n:14][cH:15][c:16]2[cH:17]1.[C:39](=[O:40])([O-:41])[O-:42].[CH3:33][N:34]([C:35](=[O:36])[NH2:37])[CH3:38].[Cs+:43].[Cs+:44].[O:45]1[CH2:46][CH2:47][O:48][CH2:49][CH2:50]1.[O:53]=[C:54]([CH:55]=[CH:56][c:57]1[cH:58][cH:59][cH:60][cH:61][cH:62]1)[CH:63]=[CH:64][c:65]1[cH:66][cH:67][cH:68][cH:69][cH:70]1.[O:71]=[C:72]([CH:73]=[CH:74][c:75]1[cH:76][cH:77][cH:78][cH:79][cH:80]1)[CH:81]=[CH:82][c:83]1[cH:84][cH:85][cH:86][cH:87][cH:88]1.[O:89]=[C:90]([CH:91]=[CH:92][c:93]1[cH:94][cH:95][cH:96][cH:97][cH:98]1)[CH:99]=[CH:100][c:101]1[cH:102][cH:103][cH:104][cH:105][cH:106]1.[Pd:51].[Pd:52]>>[Br:1][c:2]1[cH:3][c:4]([F:32])[c:5]([NH:22][C:23](=[O:24])[NH:25][c:26]2[cH:27][cH:28][cH:29][cH:30][cH:31]2)[cH:6][c:7]1-[c:8]1[c:9](=[O:21])[n:10]([CH2:19][CH3:20])[c:11]2[cH:12][c:13]([NH:37][C:35]([N:34]([CH3:33])[CH3:38])=[O:36])[n:14][cH:15][c:16]2[cH:17]1. Reactants: COCCC[Si@@H]1CC[C@H](CC1)CCC1=CC=C(C=C1)Br (4-(2-(trans-(4-(3-methoxypropyl)-4-silacyclohexyl))ethyl)phenyl bromide), [Mg] (magnesium), ClC1=CC=C(C=C1)C1=CC(=C(C=C1)F)F (4-chloro-3',4'-difluorobiphenyl). Reagents/catalysts: [Ni](Cl)Cl.C1(=CC=CC=C1)PCCCPC1=CC=CC=C1.C1(=CC=CC=C1)PCCCPC1=CC=CC=C1 (bis (1,3-diphenylphosphinopropane) nickel (II) chloride). The solvent is C1CCOC1 (THF), C1CCOC1 (THF). The product is COCCC[Si@@H]1CC[C@H](CC1)CCC1=CC=C(C=C1)C1=CC=C(C=C1)C1=CC(=C(C=C1)F)F (4-(2-(trans-(4-(3-methoxypropyl)-4-silacyclohexyl))ethyl)-4'-(3,4-difluorophenyl)biphenyl). The yield is 78.1%. RXN SMILES: [CH3:1][O:2][CH2:3][CH2:4][CH2:5][Si@H:6]1[CH2:11][CH2:10][C@H:9]([CH2:12][CH2:13][C:14]2[CH:19]=[CH:18][C:17](Br)=[CH:16][CH:15]=2)[CH2:8][CH2:7]1.[Mg].Cl[C:23]1[CH:28]=[CH:27][C:26]([C:29]2[CH:34]=[CH:33][C:32]([F:35])=[C:31]([F:36])[CH:30]=2)=[CH:25][CH:24]=1>[Ni](Cl)Cl.C1(PCCCPC2C=CC=CC=2)C=CC=CC=1.C1(PCCCPC2C=CC=CC=2)C=CC=CC=1.C1COCC1>[CH3:1][O:2][CH2:3][CH2:4][CH2:5][Si@H:6]1[CH2:11][CH2:10][C@H:9]([CH2:12][CH2:13][C:14]2[CH:19]=[CH:18][C:17]([C:23]3[CH:24]=[CH:25][C:26]([C:29]4[CH:34]=[CH:33][C:32]([F:35])=[C:31]([F:36])[CH:30]=4)=[CH:27][CH:28]=3)=[CH:16][CH:15]=2)[CH2:8][CH2:7]1 |f:3.4.5|. Procedure: 35.5 g (100 mmol) of 4-(2-(trans-(4-(3-methoxypropyl)-4-silacyclohexyl))ethyl)phenyl bromide was dripped into a mixture of 2.4 g of magnesium (100 mmol) and 60 ml of THF to obtain a Grignard's reagent. This solution was then dripped into a 300 ml THF solution of 34.5 g of 4-chloro-3',4'-difluorobiphenyl and a catalytic amount of bis (1,3-diphenylphosphinopropane) nickel (II) chloride. After a conventional after treatment, the reaction mixture thus obtained was purified by means of chromatography... Starting materials: Brc1cnc2ccccc2c1, COc1ccc(OB(O)O)cc1. Yields the product COc1ccc(-c2cnc3ccccc3c2)cc1. As a reaction SMILES: [Br:1][c:2]1[cH:3][n:4][c:5]2[cH:6][cH:7][cH:8][cH:9][c:10]2[cH:11]1.[CH3:12][O:13][c:14]1[cH:15][cH:16][c:17]([O:20][B:21]([OH:22])[OH:23])[cH:18][cH:19]1>>[c:2]1(-[c:17]2[cH:16][cH:15][c:14]([O:13][CH3:12])[cH:19][cH:18]2)[cH:3][n:4][c:5]2[cH:6][cH:7][cH:8][cH:9][c:10]2[cH:11]1. Reaction conditions: temperature 70 celsius, time 4 hour. The product is [Fe].C(CCCCCCC\C=C/CCCCCCCC)(=O)[O-] (Iron Oleate). Run in CCCCCC (hexane). The reactants are [Fe](Cl)Cl (iron chloride), C(CCCCCCC\C=C/CCCCCCCC)(=O)[O-].[Na+] (sodium oleate), C(C)O (ethanol), O (water). As a reaction SMILES: [Fe:1](Cl)Cl.[C:4]([O-:23])(=[O:22])[CH2:5][CH2:6][CH2:7][CH2:8][CH2:9][CH2:10][CH2:11]/[CH:12]=[CH:13]\[CH2:14][CH2:15][CH2:16][CH2:17][CH2:18][CH2:19][CH2:20][CH3:21].[Na+].C(O)C.O>CCCCCC>[Fe:1].[C:4]([O-:23])(=[O:22])[CH2:5][CH2:6][CH2:7][CH2:8][CH2:9][CH2:10][CH2:11]/[CH:12]=[CH:13]\[CH2:14][CH2:15][CH2:16][CH2:17][CH2:18][CH2:19][CH2:20][CH3:21] |f:1.2,6.7|. Reported procedure: As the first exemplary example for demonstrating the method of synthesizing monodisperse nanoparticles according to the present invention, 10.8 g of iron chloride [FeCl3.6H2O, 40 mmol] and 36.5 g of sodium oleate (120 mmol) were dissolved in a mixture of solvents containing 80 mL of ethanol, 60 mL of distilled water, and 140 mL of hexane, and thereafter the resulting mixture was heated to 70° C. and kept at the same temperature for 4 hours to obtain an iron-oleate complex. During this process, t... Reactants: C(CC)(=O)C=1C=NC2=C(C=CC=C2C1Cl)O (3-propanoyl-4-chloro-8-hydroxyquinoline), CC1=C(N)C=CC=C1 (2-methylaniline). The solvent is O1CCOCC1 (dioxan). Conditions: time 8 hour. The product is C(CC)(=O)C=1C=NC2=C(C=CC=C2C1NC1=C(C=CC=C1)C)O (3-propanoyl-4-(2-methylphenylamino)-8-hydroxyquinoline). Reaction SMILES: [C:1]([C:5]1[CH:6]=[N:7][C:8]2[C:13]([C:14]=1Cl)=[CH:12][CH:11]=[CH:10][C:9]=2[OH:16])(=[O:4])[CH2:2][CH3:3].[CH3:17][C:18]1[CH:24]=[CH:23][CH:22]=[CH:21][C:19]=1[NH2:20]>O1CCOCC1>[C:1]([C:5]1[CH:6]=[N:7][C:8]2[C:13]([C:14]=1[NH:20][C:19]1[CH:21]=[CH:22][CH:23]=[CH:24][C:18]=1[CH3:17])=[CH:12][CH:11]=[CH:10][C:9]=2[OH:16])(=[O:4])[CH2:2][CH3:3]. Reported procedure: Impure 3-propanoyl-4-chloro-8-hydroxyquinoline (86 g) and 2-methylaniline (10.7 ml) in dioxan (200 ml) were warmed over a steam bath for 30 minutes, then left to stand overnight. After evaporation of the dioxan, dichloromethane and aqueous sodium bicarbonate were added, the organic layer washed with water and brine, dried and evaporated to a yellow solid. Recrystallization from methanol gave 3-propanoyl-4-(2-methylphenylamino)-8-hydroxyquinoline (11.6 g), m.p. 125°-128°. Starting materials: [OH-].C(CCC)[N+](CCCC)(CCCC)CCCC (tetrabutylammonium hydroxide), C(C(C)C)(=O)O (isobutyric acid). Solvent: O (water), O (water). The product is C(C(C)C)(=O)[O-].C(CCC)[N+](CCCC)(CCCC)CCCC (Tetrabutylammonium Isobutyrate). RXN SMILES: [OH-].[CH2:2]([N+:6]([CH2:15][CH2:16][CH2:17][CH3:18])([CH2:11][CH2:12][CH2:13][CH3:14])[CH2:7][CH2:8][CH2:9][CH3:10])[CH2:3][CH2:4][CH3:5].[C:19]([OH:24])(=[O:23])[CH:20]([CH3:22])[CH3:21]>O>[C:19]([O-:24])(=[O:23])[CH:20]([CH3:22])[CH3:21].[CH2:15]([N+:6]([CH2:2][CH2:3][CH2:4][CH3:5])([CH2:7][CH2:8][CH2:9][CH3:10])[CH2:11][CH2:12][CH2:13][CH3:14])[CH2:16][CH2:17][CH3:18] |f:0.1,4.5|. Reported procedure: A 40 wt % solution of tetrabutylammonium hydroxide in water (250 mL, 99 g, 382 mmol), water (300 mL) and isobutyric acid (33.8 g, 382 mmol) was stirred at ambient temperature for 30 min. The solvent was removed in vacuo to afford the title compound (5) as a waxy solid, which was used without further purification. Starting materials: CC(C)(C)OC(=O)N1CCC(c2ccc(OCCO)cc2)C(OCc2ccc3ccccc3c2)C1, CS(=O)(=O)Cl, c1ccncc1. The product is CC(C)(C)OC(=O)N1CCC(c2ccc(OCCOS(C)(=O)=O)cc2)C(OCc2ccc3ccccc3c2)C1. As a reaction SMILES: [OH:1][CH2:2][CH2:3][O:4][c:5]1[cH:6][cH:7][c:8]([CH:11]2[CH:12]([O:24][CH2:25][c:26]3[cH:27][c:28]4[cH:29][cH:30][cH:31][cH:32][c:33]4[cH:34][cH:35]3)[CH2:13][N:14]([C:17](=[O:18])[O:19][C:20]([CH3:21])([CH3:22])[CH3:23])[CH2:15][CH2:16]2)[cH:9][cH:10]1.[S:36](=[O:37])(=[O:38])([CH3:39])[Cl:40].[cH:41]1[cH:42][cH:43][n:44][cH:45][cH:46]1>>[O:1]([CH2:2][CH2:3][O:4][c:5]1[cH:6][cH:7][c:8]([CH:11]2[CH:12]([O:24][CH2:25][c:26]3[cH:27][c:28]4[cH:29][cH:30][cH:31][cH:32][c:33]4[cH:34][cH:35]3)[CH2:13][N:14]([C:17](=[O:18])[O:19][C:20]([CH3:21])([CH3:22])[CH3:23])[CH2:15][CH2:16]2)[cH:9][cH:10]1)[S:36](=[O:37])(=[O:38])[CH3:39]. The reactants are CC(c1ccc(Br)cc1)N1CCC(CC(C)(C)O)(c2ccccc2)OC1=O, Cc1ncsc1C. Product: Cc1nc(-c2ccc(C(C)N3CCC(CC(C)(C)O)(c4ccccc4)OC3=O)cc2)sc1C. As a reaction SMILES: [Br:1][c:2]1[cH:3][cH:4][c:5]([CH:8]([CH3:9])[N:10]2[C:11](=[O:27])[O:12][C:13]([c:16]3[cH:17][cH:18][cH:19][cH:20][cH:21]3)([CH2:22][C:23]([CH3:24])([CH3:25])[OH:26])[CH2:14][CH2:15]2)[cH:6][cH:7]1.[CH3:28][c:29]1[n:30][cH:31][s:32][c:33]1[CH3:34]>>[c:2]1(-[c:31]2[n:30][c:29]([CH3:28])[c:33]([CH3:34])[s:32]2)[cH:3][cH:4][c:5]([CH:8]([CH3:9])[N:10]2[C:11](=[O:27])[O:12][C:13]([c:16]3[cH:17][cH:18][cH:19][cH:20][cH:21]3)([CH2:22][C:23]([CH3:24])([CH3:25])[OH:26])[CH2:14][CH2:15]2)[cH:6][cH:7]1. Reactants: CO, COC(=O)CCC(C)C1CCC2C3CCC4CC(N)CCC4(C)C3CCC12C, [Na+], [OH-]. The product is CC(CCC(=O)O)C1CCC2C3CCC4CC(N)CCC4(C)C3CCC12C. As a reaction SMILES: [CH3:31][OH:32].[CH3:3][O:4][C:5]([CH2:6][CH2:7][CH:8]([CH3:9])[CH:10]1[CH2:11][CH2:12][CH:13]2[CH:14]3[CH2:15][CH2:16][CH:17]4[CH2:18][CH:19]([NH2:29])[CH2:20][CH2:21][C:22]4([CH3:23])[CH:24]3[CH2:25][CH2:26][C:27]12[CH3:28])=[O:30].[Na+:2].[OH-:1]>>[O:4]=[C:5]([CH2:6][CH2:7][CH:8]([CH3:9])[CH:10]1[CH2:11][CH2:12][CH:13]2[CH:14]3[CH2:15][CH2:16][CH:17]4[CH2:18][CH:19]([NH2:29])[CH2:20][CH2:21][C:22]4([CH3:23])[CH:24]3[CH2:25][CH2:26][C:27]12[CH3:28])[OH:30].